This data is from the Open Reaction Database (ORD), a public repository of structured organic reaction records. The task is: describe an organic reaction: reactants, conditions, products, and yield Reactants: [Na+], [Na+], C1CCOC1, Cc1ccc(-c2ccc3c(c2)C=C(C(=O)Nc2ccc(C(O)c4ccccn4)cc2)CCO3)cc1, O=C(OO)c1cccc(Cl)c1, O=S([O-])([O-])=S. Product: Cc1ccc(-c2ccc3c(c2)C=C(C(=O)Nc2ccc(C(O)c4cccc[n+]4[O-])cc2)CCO3)cc1. Reaction SMILES: [Na+:52].[Na+:53].[O:54]1[CH2:55][CH2:56][CH2:57][CH2:58]1.[OH:1][CH:2]([c:3]1[cH:4][cH:5][c:6]([NH:9][C:10](=[O:11])[C:12]2=[CH:18][c:17]3[c:16]([cH:22][cH:21][c:20](-[c:23]4[cH:24][cH:25][c:26]([CH3:29])[cH:27][cH:28]4)[cH:19]3)[O:15][CH2:14][CH2:13]2)[cH:7][cH:8]1)[c:30]1[n:31][cH:32][cH:33][cH:34][cH:35]1.[OH:36][O:37][C:38]([c:39]1[cH:40][c:41]([Cl:42])[cH:43][cH:44][cH:45]1)=[O:46].[S:47]([O-:48])([O-:49])(=[O:50])=[S:51]>>[OH:1][CH:2]([c:3]1[cH:4][cH:5][c:6]([NH:9][C:10](=[O:11])[C:12]2=[CH:18][c:17]3[c:16]([cH:22][cH:21][c:20](-[c:23]4[cH:24][cH:25][c:26]([CH3:29])[cH:27][cH:28]4)[cH:19]3)[O:15][CH2:14][CH2:13]2)[cH:7][cH:8]1)[c:30]1[n+:31]([O-:36])[cH:32][cH:33][cH:34][cH:35]1.